This data is from the Open Reaction Database (ORD), a public repository of structured organic reaction records. The task is: describe an organic reaction: reactants, conditions, products, and yield Starting materials: N#Cc1ccccc1-c1ccc(CBr)cc1[N+](=O)[O-], CCCC(=O)CC(=O)OCC, Cl, [H-], [Na+], C1CCOC1. The product is CCCC(=O)C(Cc1ccc(-c2ccccc2C#N)c([N+](=O)[O-])c1)C(=O)OCC. RXN SMILES: [Br:14][CH2:15][c:16]1[cH:17][c:18]([N+:30](=[O:31])[O-:32])[c:19](-[c:22]2[c:23]([C:28]#[N:29])[cH:24][cH:25][cH:26][cH:27]2)[cH:20][cH:21]1.[CH3:3][CH2:4][CH2:5][C:6](=[O:7])[CH2:8][C:9](=[O:10])[O:11][CH2:12][CH3:13].[ClH:33].[H-:1].[Na+:2].[O:34]1[CH2:35][CH2:36][CH2:37][CH2:38]1>>[CH3:3][CH2:4][CH2:5][C:6](=[O:7])[CH:8]([C:9](=[O:10])[O:11][CH2:12][CH3:13])[CH2:15][c:16]1[cH:17][c:18]([N+:30](=[O:31])[O-:32])[c:19](-[c:22]2[c:23]([C:28]#[N:29])[cH:24][cH:25][cH:26][cH:27]2)[cH:20][cH:21]1. Reactants: CCOC(=O)/N=N/C(=O)OCC (diethylazodicarboxylate), ClC1=C(C=CC=C1)C1=CC2=C(N=C(N=C2)S(=O)(=O)C)N=C1O (6-(chlorophenyl)-2-methanesulfonyl-pyrido[2,3-d]pyrimidin-7-ol), OCCN1C(C=2C(C1=O)=CC=CC2)=O (N-(2-hydroxyethyl)-phthalimide), C1(=CC=CC=C1)P(C1=CC=CC=C1)C1=CC=CC=C1 (triphenylphosphine). Run in O1CCOCC1 (1,4-dioxane), 1,4-dionxane. Run at time 8 hour. Yields the product C(C)N1C(C=2C(C1=O)=CC=CC2)=O (N-ethylphthalimide). Isolated yield 40.2%. As a reaction SMILES: ClC1C=CC=CC=1C1C(O)=NC2N=C(S(C)(=O)=O)N=CC=2C=1.O[CH2:24][CH2:25][N:26]1[C:30](=[O:31])[C:29]2=[CH:32][CH:33]=[CH:34][CH:35]=[C:28]2[C:27]1=[O:36].C1(P(C2C=CC=CC=2)C2C=CC=CC=2)C=CC=CC=1.CCOC(/N=N/C(OCC)=O)=O>O1CCOCC1>[CH2:25]([N:26]1[C:30](=[O:31])[C:29]2=[CH:32][CH:33]=[CH:34][CH:35]=[C:28]2[C:27]1=[O:36])[CH3:24]. Reported procedure: To a cooled (5° C.) suspension of 0.914 g (2.7 mmol) of 6-(chlorophenyl)-2-methanesulfonyl-pyrido[2,3-d]pyrimidin-7-ol, 1.041 g (5.4 mmol) of N-(2-hydroxyethyl)-phthalimide, 1.43 g (5.4 mmol) of triphenylphosphine in 15 mL of 1,4-dionxane was added dropwise a solution of 0.95 g (0.86 mL, 5.4 mmol) diethylazodicarboxylate in 5 mL of 1,4-dioxane over a period of 30 min. After addition was completed, the ice-water cooling bath was removed. The suspension soon turned into a clear light brown solutio... Reactants: N1(CCCC1)C1=CC=C(C=C1)C1=CC(C(C2=CC=CC=C12)=O)=NO (4-(4-pyrrolidinophenyl)-1,2-naphthoquinone-2-oxime), CN1C(C(C2=CC(=CC=C12)[N+](=O)[O-])(C)C)=C (1,3,3-trimethyl-2-methylene-5-nitroindoline). Product: CN1C2=CC=C(C=C2C(C12C=NC1=C(O2)C2=CC=CC=C2C(=C1)C1=CC=C(C=C1)N1CCCC1)(C)C)[N+](=O)[O-] (1,3-Dihydro-1,3,3-trimethyl-5-nitro-6′-(4-pyrrolidinophenyl)spiro-[2H-indole-2,2′[2H]naphth[1,2-b][1,4]oxazine]). The yield is 8.0%. As a reaction SMILES: [N:1]1([C:6]2[CH:11]=[CH:10][C:9]([C:12]3[C:21]4[C:16](=[CH:17][CH:18]=[CH:19][CH:20]=4)[C:15](=[O:22])[C:14](=[N:23]O)[CH:13]=3)=[CH:8][CH:7]=2)[CH2:5][CH2:4][CH2:3][CH2:2]1.[CH3:25][N:26]1[C:34]2[C:29](=[CH:30][C:31]([N+:35]([O-:37])=[O:36])=[CH:32][CH:33]=2)[C:28]([CH3:39])([CH3:38])[C:27]1=[CH2:40]>C1(C)C=CC=CC=1>[CH3:25][N:26]1[C:27]2([O:22][C:15]3[C:16]4[C:21]([C:12]([C:9]5[CH:8]=[CH:7][C:6]([N:1]6[CH2:2][CH2:3][CH2:4][CH2:5]6)=[CH:11][CH:10]=5)=[CH:13][C:14]=3[N:23]=[CH:40]2)=[CH:20][CH:19]=[CH:18][CH:17]=4)[C:28]([CH3:38])([CH3:39])[C:29]2[C:34]1=[CH:33][CH:32]=[C:31]([N+:35]([O-:37])=[O:36])[CH:30]=2. Procedure details: From 4-(4-pyrrolidinophenyl)-1,2-naphthoquinone-2-oxime and 1,3,3-trimethyl-2-methylene-5-nitroindoline. Yield=8%, m.p.=259.5-261.5° C., λmax=592 and 470 (sh.) nm in PhMe upon irradiation. Solvent: C1(=CC=CC=C1)C (PhMe). Starting materials: N(=O)OCCC(C)C (isoamyl nitrite), N[C@@H](CC1=CC=CC=C1)C(=O)N[C@@H](CC(C)C)C(=O)N[C@@H](CCC(N)=O)C(=O)N[C@@H](CCCNC(NS(=O)(=O)C1=CC=C(C)C=C1)=N)C(=O)N[C@@H](CO)C(=O)N[C@@H](CO)C(=O)O (H-Phe-Leu-Gln-Arg(Tos)-Ser-Ser-OH), N([C@@H](CC(C)C)C(=O)NCC(=O)NN)C(=O)OCC1=CC=CC=C1 (Z-Leu-Gly-NHNH2), N([C@@H](CC(C)C)C(=O)NCC(=O)N=[N+]=[N-])C(=O)OCC1=CC=CC=C1 (Z-Leu-Gly-N3). Run in C(C)N(CC)CC (triethylamine), CN(C=O)C (dimethylformamide), CN(C=O)C (dimethylformamide), Cl.O1CCOCC1 (HCl dioxane). Product: N([C@@H](CC(C)C)C(=O)NCC(=O)N[C@@H](CC1=CC=CC=C1)C(=O)N[C@@H](CC(C)C)C(=O)N[C@@H](CCC(N)=O)C(=O)N[C@@H](CCCNC(NS(=O)(=O)C1=CC=C(C)C=C1)=N)C(=O)N[C@@H](CO)C(=O)N[C@@H](CO)C(=O)O)C(=O)OCC1=CC=CC=C1 (Z-Leu-Gly-Phe-Leu-Gln-Arg(Tos)-Ser-Ser-OH). Reaction SMILES: [NH:1]([C:15]([O:17][CH2:18][C:19]1[CH:24]=[CH:23][CH:22]=[CH:21][CH:20]=1)=[O:16])[C@H:2]([C:7]([NH:9][CH2:10][C:11]([NH:13]N)=[O:12])=[O:8])[CH2:3][CH:4]([CH3:6])[CH3:5].N(OCCC(C)C)=O.N[C@H:34]([C:42]([NH:44][C@H:45]([C:50]([NH:52][C@H:53]([C:59]([NH:61][C@H:62]([C:80]([NH:82][C@H:83]([C:86]([NH:88][C@H:89]([C:92]([OH:94])=[O:93])[CH2:90][OH:91])=[O:87])[CH2:84][OH:85])=[O:81])[CH2:63][CH2:64][CH2:65][NH:66][C:67](=[NH:79])[NH:68][S:69]([C:72]1[CH:78]=[CH:77][C:75]([CH3:76])=[CH:74][CH:73]=1)(=[O:71])=[O:70])=[O:60])[CH2:54][CH2:55][C:56](=[O:58])[NH2:57])=[O:51])[CH2:46][CH:47]([CH3:49])[CH3:48])=[O:43])[CH2:35][C:36]1[CH:41]=[CH:40][CH:39]=[CH:38][CH:37]=1.N(C(OCC1C=CC=CC=1)=O)[C@H](C(NCC(N=[N+]=[N-])=O)=O)CC(C)C>CN(C)C=O.Cl.O1CCOCC1.C(N(CC)CC)C>[NH:1]([C:15]([O:17][CH2:18][C:19]1[CH:24]=[CH:23][CH:22]=[CH:21][CH:20]=1)=[O:16])[C@H:2]([C:7]([NH:9][CH2:10][C:11]([NH:13][C@H:34]([C:42]([NH:44][C@H:45]([C:50]([NH:52][C@H:53]([C:59]([NH:61][C@H:62]([C:80]([NH:82][C@H:83]([C:86]([NH:88][C@H:89]([C:92]([OH:94])=[O:93])[CH2:90][OH:91])=[O:87])[CH2:84][OH:85])=[O:81])[CH2:63][CH2:64][CH2:65][NH:66][C:67](=[NH:79])[NH:68][S:69]([C:72]1[CH:73]=[CH:74][C:75]([CH3:76])=[CH:77][CH:78]=1)(=[O:71])=[O:70])=[O:60])[CH2:54][CH2:55][C:56](=[O:58])[NH2:57])=[O:51])[CH2:46][CH:47]([CH3:48])[CH3:49])=[O:43])[CH2:35][C:36]1[CH:41]=[CH:40][CH:39]=[CH:38][CH:37]=1)=[O:12])=[O:8])[CH2:3][CH:4]([CH3:6])[CH3:5] |f:5.6|. Procedure: 0.39 Gram of Z-Leu-Gly-NHNH2 was dissolved in 5 ml of dimethylformamide and 0.58 ml of 6N HCl/dioxane, then a reaction similar to that described in Reference example 1 was carried out by using 10 ml of a dimethylformamide solution containing 0.15 ml of isoamyl nitrite, 0.49 ml of triethylamine and 1.00 g of H-Phe-Leu-Gln-Arg(Tos)-Ser-Ser-OH, further an equivalent amount of Z-Leu-Gly-N3 was added to the reaction mixture and reacted at 4° C. for 20 hours. The reaction mixture was extracted with bu... Reaction SMILES: [CH2:1]([c:2]1[cH:3][cH:4][cH:5][cH:6][cH:7]1)[O:8][c:9]1[cH:10][cH:11][c:12]([CH:15]=[CH:16][N+:17](=[O:18])[O-:19])[cH:13][cH:14]1.[CH3:20][C:21](=[O:22])[OH:23].[CH3:24][S:25](=[O:26])[CH3:27].[OH2:28]>>[CH2:1]([c:2]1[cH:3][cH:4][cH:5][cH:6][cH:7]1)[O:8][c:9]1[cH:10][cH:11][c:12]([CH2:15][CH2:16][N+:17](=[O:18])[O-:19])[cH:13][cH:14]1. Starting materials: O=[N+]([O-])C=Cc1ccc(OCc2ccccc2)cc1, CC(=O)O, CS(C)=O, O. Product: O=[N+]([O-])CCc1ccc(OCc2ccccc2)cc1. Reactants: CCOC(=O)CCCC(C#N)c1cccc(F)c1F, CCO. The product is CCOC(=O)CCCC(CN)c1cccc(F)c1F. Reaction SMILES: [C:1](#[N:2])[CH:3]([CH2:4][CH2:5][CH2:6][C:7](=[O:8])[O:9][CH2:10][CH3:11])[c:12]1[c:13]([F:19])[c:14]([F:18])[cH:15][cH:16][cH:17]1.[CH3:20][CH2:21][OH:22]>>[CH2:1]([NH2:2])[CH:3]([CH2:4][CH2:5][CH2:6][C:7](=[O:8])[O:9][CH2:10][CH3:11])[c:12]1[c:13]([F:19])[c:14]([F:18])[cH:15][cH:16][cH:17]1. Reactants: CCCNCCC, CN(C)C=O, CN1Cc2c(-c3nnc(CCl)o3)ncn2-c2cccc(Cl)c2C1=O. Reaction SMILES: [CH2:25]([CH2:26][CH3:27])[NH:28][CH2:29][CH2:30][CH3:31].[CH3:32][N:33]([CH3:34])[CH:35]=[O:36].[Cl:1][c:2]1[cH:3][cH:4][cH:5][c:6]2[c:7]1[C:8](=[O:24])[N:9]([CH3:23])[CH2:10][c:11]1[n:12]-2[cH:13][n:14][c:15]1-[c:16]1[o:17][c:18]([CH2:21][Cl:22])[n:19][n:20]1>>[Cl:1][c:2]1[cH:3][cH:4][cH:5][c:6]2[c:7]1[C:8](=[O:24])[N:9]([CH3:23])[CH2:10][c:11]1[n:12]-2[cH:13][n:14][c:15]1-[c:16]1[o:17][c:18]([CH2:21][N:28]([CH2:25][CH2:26][CH3:27])[CH2:29][CH2:30][CH3:31])[n:19][n:20]1. Product: CCCN(CCC)Cc1nnc(-c2ncn3c2CN(C)C(=O)c2c(Cl)cccc2-3)o1.